This data is from the Open Reaction Database (ORD), a public repository of structured organic reaction records. The task is: describe an organic reaction: reactants, conditions, products, and yield The reactants are COC1=CC=C(C=C1)CCC(CCCCCC(=O)O)=O (9(4-methoxyphenyl)-7-ketononanoic acid), O.NN (hydrazine hydrate), Cl (HCl). Solvent: O (water), C(COCCO)O (diethylene glycol), O (water). Run at time 5 hour. Product: COC1=CC=C(C=C1)CCCCCCCCC(=O)O (9(4-methoxyphenyl)nonanoic acid). Yield: 38.0%. As a reaction SMILES: [CH3:1][O:2][C:3]1[CH:8]=[CH:7][C:6]([CH2:9][CH2:10][C:11](=O)[CH2:12][CH2:13][CH2:14][CH2:15][CH2:16][C:17]([OH:19])=[O:18])=[CH:5][CH:4]=1.O.NN.Cl>C(O)COCCO.O>[CH3:1][O:2][C:3]1[CH:4]=[CH:5][C:6]([CH2:9][CH2:10][CH2:11][CH2:12][CH2:13][CH2:14][CH2:15][CH2:16][C:17]([OH:19])=[O:18])=[CH:7][CH:8]=1 |f:1.2|. Procedure details: To a stirring solution of 7.5 gms 9(4-methoxyphenyl)-7-ketononanoic acid in 35 ml diethylene glycol was added 5.1 ml hydrazine hydrate. The mixture was heated to 120° for 4 hrs, cooled to room temperature, connected to a water aspirator, and gently heated to 120° to remove excess water and hydrazine. The reaction mixture was cooled to 70°, 7.2 gm KOH was added, and the mixture was heated up to 220° C. where it was kept for 5 hr, then cooled. The cooled reaction mass was dissolved in 120 ml hot w... The reactants are [H-].[Na+] (NaH), Br.NC1=CC=C2C=3C(=CC=C(C3NC2=C1)C(=O)N)Br (7-amino-4-bromo-9H-carbazole-1-carboxamide hydrobromide), CCN(C(C)C)C(C)C (DIEA), ClCCN=C=O (1-chloro-2-isocyanatoethane). The solvent is CN(C)C=O (DMF), O (water). Reaction conditions: time 2 hour. The product is BrC1=CC=C(C=2NC3=CC(=CC=C3C12)N1C(NCC1)=O)C(=O)N (4-bromo-7-(2-oxoimidazolidin-1-yl)-9H-carbazole-1-carboxamide). The yield is 60.4%. Reaction SMILES: Br.[NH2:2][C:3]1[CH:15]=[C:14]2[C:6]([C:7]3[C:8]([Br:19])=[CH:9][CH:10]=[C:11]([C:16]([NH2:18])=[O:17])[C:12]=3[NH:13]2)=[CH:5][CH:4]=1.CCN(C(C)C)C(C)C.Cl[CH2:30][CH2:31][N:32]=[C:33]=[O:34].[H-].[Na+]>CN(C=O)C.O>[Br:19][C:8]1[C:7]2[C:6]3[C:14](=[CH:15][C:3]([N:2]4[CH2:30][CH2:31][NH:32][C:33]4=[O:34])=[CH:4][CH:5]=3)[NH:13][C:12]=2[C:11]([C:16]([NH2:18])=[O:17])=[CH:10][CH:9]=1 |f:0.1,4.5|. Procedure: A solution of 7-amino-4-bromo-9H-carbazole-1-carboxamide hydrobromide (Example 54-2, 700 mg, 1.818 mmol) and DIEA (0.381 mL, 2.182 mmol) in DMF (5 mL) was treated with 1-chloro-2-isocyanatoethane (230 mg, 2.182 mmol). After 2 h, the mixture was treated with NaH (60% in mineral oil, 582 mg, 14.54 mmol). After 10 min, the mixture was diluted with water. The precipitate was collected by filtration, dried, triturated with methanol, collected again by filtration and dried to provide 4-bromo-7-(2-oxoi... The reactants are Fc1ccc(CBr)cc1, CC1(C)OC(=O)c2c(O)cccc2O1. The product is CC1(C)OC(=O)c2c(OCc3ccc(F)cc3)cccc2O1. Reaction SMILES: [F:15][c:16]1[cH:17][cH:18][c:19]([CH2:20][Br:21])[cH:22][cH:23]1.[OH:1][c:2]1[cH:3][cH:4][cH:5][c:6]2[c:7]1[C:8](=[O:14])[O:9][C:10]([CH3:12])([CH3:13])[O:11]2>>[O:1]([c:2]1[cH:3][cH:4][cH:5][c:6]2[c:7]1[C:8](=[O:14])[O:9][C:10]([CH3:12])([CH3:13])[O:11]2)[CH2:20][c:19]1[cH:18][cH:17][c:16]([F:15])[cH:23][cH:22]1. Starting materials: C[C@@H]1CC[C@@]2([C@H]([C@H]3[C@@H](O2)C[C@@H]4[C@@]3(CC[C@H]5[C@H]4CC[C@@H]6[C@@]5(CC[C@@H](C6)O)C)C)C)OC1 (tigogenin), CC1=C(O[C@@H]2[C@H]1[C@]3(CC[C@H]4[C@H]([C@@H]3C2)CC=C5[C@@]4(CC[C@@H](C5)O)C)C)CC[C@@H](C)CO (pseudodiosgenin), CC1=C(O[C@@H]2[C@H]1[C@]3(CC[C@H]4[C@H]([C@@H]3C2)CC=C5[C@@]4(CC[C@@H](C5)O)C)C)CC[C@@H](C)CO (pseudodiosgenin). The reagents and catalysts are [O-2].[O-2].[O-2].[Cr+6] (chromium trioxide). Run in C(C)(=O)O (acetic acid). Yields the product OC1CC2=CC[C@H]3[C@@H]4CC=C(C(C)=O)[C@]4(CC[C@@H]3[C@]2(CC1)C)C (3-hydroxy-5-pregnen-16-en-20-one). Reaction SMILES: C[C@H]1CO[C@@]2(O[C@H:8]3[CH2:10][C@H:11]4[C@@H:16]5[CH2:17][CH2:18][C@H:19]6[CH2:24][C@@H:23]([OH:25])[CH2:22][CH2:21][C@:20]6([CH3:26])[C@H:15]5[CH2:14][CH2:13][C@:12]4([CH3:27])[C@H:7]3[C@@H]2C)CC1.C[C:32]1[C@@H]2[C@]3(C)[C@@H](C[C@@H]2[O:34][C:33]=1CC[C@H](CO)C)[C@@H]1CC=C2C[C@@H](O)CC[C@]2(C)[C@H]1CC3>C(O)(=O)C.[O-2].[O-2].[O-2].[Cr+6]>[OH:25][CH:23]1[CH2:22][CH2:21][C@@:20]2([CH3:26])[C:19](=[CH:18][CH2:17][C@@H:16]3[C@@H:15]2[CH2:14][CH2:13][C@@:12]2([CH3:27])[C@H:11]3[CH2:10][CH:8]=[C:7]2[C:33](=[O:34])[CH3:32])[CH2:24]1 |f:3.4.5.6|. Procedure: In this method too tigogenin is converted by conventional method to pseudodiosgenin and finally pseudodiosgenin is oxidized with chromium trioxide in acetic acid to give 3-hydroxy-5-pregnen-16-en-20-one. Reactants: ClB(C1=CC=CC=C1)Cl (dichloro(phenyl)borane), C[Si](C)(C)C1(C=CC=C1)[Li] (trimethylsilylcyclopentadienyllithium). Run in C(C)OCC (diethyl ether), C(C)OCC (diethyl ether). Yields the product C[Si](C)(C)C1(C=CC=C1)B(C1=CC=CC=C1)C1(C=CC=C1)[Si](C)(C)C (bis(trimethylsilylcyclopentadienyl) (phenyl)borane). Yield: 98.7%. Reaction SMILES: Cl[B:2](Cl)[C:3]1[CH:8]=[CH:7][CH:6]=[CH:5][CH:4]=1.[CH3:10][Si:11]([C:14]1([Li])[CH:18]=[CH:17][CH:16]=[CH:15]1)([CH3:13])[CH3:12]>C(OCC)C>[CH3:10][Si:11]([C:14]1([B:2]([C:14]2([Si:11]([CH3:13])([CH3:12])[CH3:10])[CH:18]=[CH:17][CH:16]=[CH:15]2)[C:3]2[CH:8]=[CH:7][CH:6]=[CH:5][CH:4]=2)[CH:18]=[CH:17][CH:16]=[CH:15]1)([CH3:13])[CH3:12]. Procedure details: To 4.80 g (30.2 mmol) of dichloro(phenyl)borane, dissolved in 70 ml of diethyl ether, a suspension of 8.36 g (60.4 mmol) of trimethylsilylcyclopentadienyllithium in 100 ml of diethyl ether is slowly added at -78° C. The mixture is allowed to warm to room temperature in the cooling bath, and insolubles are filtered off. After concentrating the yellow filtrate to dryness in an oil-pump vacuum, 10.8 g of bis(trimethylsilylcyclopentadienyl) (phenyl)borane is obtained as a yellow viscous oil. As a reaction SMILES: [BH4-:11].[CH3:1][NH2:2].[CH3:3][c:4]1[n:5][c:6]([CH:9]=[O:10])[s:7][cH:8]1.[Na+:12]>>[CH3:1][NH:2][CH2:9][c:6]1[n:5][c:4]([CH3:3])[cH:8][s:7]1. Product: CNCc1nc(C)cs1. Reactants: [BH4-], CN, Cc1csc(C=O)n1, [Na+]. Reactants: COc1cccc(C=O)c1, COC(=O)C(N)Cc1c[nH]c2ccccc12. Yields the product COC(=O)C1Cc2c([nH]c3ccccc23)C(c2cccc(OC)c2)N1. Reaction SMILES: [CH3:17][O:18][c:19]1[cH:20][c:21]([CH:22]=[O:23])[cH:24][cH:25][cH:26]1.[CH3:1][O:2][C:3]([CH:4]([NH2:5])[CH2:6][c:7]1[cH:8][nH:9][c:10]2[cH:11][cH:12][cH:13][cH:14][c:15]12)=[O:16]>>[CH3:1][O:2][C:3]([CH:4]1[NH:5][CH:22]([c:21]2[cH:20][c:19]([O:18][CH3:17])[cH:26][cH:25][cH:24]2)[c:8]2[c:7]([c:15]3[c:10]([nH:9]2)[cH:11][cH:12][cH:13][cH:14]3)[CH2:6]1)=[O:16]. Starting materials: CN1CCCC1, O=[N+]([O-])c1ccc(F)cc1, [K+], [K+], CN1CCN(CCCN)CC1, O=C([O-])[O-], O. The product is CN1CCN(CCCNc2ccc([N+](=O)[O-])cc2)CC1. As a reaction SMILES: [CH3:11][N:12]1[CH2:13][CH2:14][CH2:15][CH2:16]1.[F:1][c:2]1[cH:3][cH:4][c:5]([N+:8](=[O:9])[O-:10])[cH:6][cH:7]1.[K+:28].[K+:29].[NH2:17][CH2:18][CH2:19][CH2:20][N:21]1[CH2:22][CH2:23][N:24]([CH3:27])[CH2:25][CH2:26]1.[O-:30][C:31]([O-:32])=[O:33].[OH2:34]>>[c:2]1([NH:17][CH2:18][CH2:19][CH2:20][N:21]2[CH2:22][CH2:23][N:24]([CH3:27])[CH2:25][CH2:26]2)[cH:3][cH:4][c:5]([N+:8](=[O:9])[O-:10])[cH:6][cH:7]1. Reactants: ClC1=NC(=NC=C1)C1=CC(=CC=C1)I (4-chloro-2-(3-iodophenyl)pyrimidine), O.NN (hydrazine hydrate). Run in O (water). Yields the product N(N)C1=NC(=NC=C1)C1=CC(=CC=C1)I (4-hydrazino-2-(3-iodophenyl)pyrimidine). As a reaction SMILES: Cl[C:2]1[CH:7]=[CH:6][N:5]=[C:4]([C:8]2[CH:13]=[CH:12][CH:11]=[C:10]([I:14])[CH:9]=2)[N:3]=1.O.[NH2:16][NH2:17]>O>[NH:16]([C:2]1[CH:7]=[CH:6][N:5]=[C:4]([C:8]2[CH:13]=[CH:12][CH:11]=[C:10]([I:14])[CH:9]=2)[N:3]=1)[NH2:17] |f:1.2|. Reported procedure: A mixture of 20.7 g of 4-chloro-2-(3-iodophenyl)pyrimidine, 140 ml of water and 80 ml of hydrazine hydrate was heated on a steam bath to produce solution, then refluxed 1/2 hour and allowed to cool overnight. The resulting crystals were collected, washed with methanol:water (1:1) and dried, giving 4-hydrazino-2-(3-iodophenyl)pyrimidine. Reactants: ClCCl, CS(=O)(=O)O, [Cl-], CCCN1C(=O)C2CC(c3ccc(N)cc3)(C2)C1=O, O, c1ccncc1. Product: CCCN1C(=O)C2CC(c3ccc(NS(C)(=O)=O)cc3)(C2)C1=O. As a reaction SMILES: [CH2:27]([Cl:28])[Cl:29].[CH3:2][S:3](=[O:4])(=[O:5])[OH:6].[Cl-:1].[NH2:7][c:8]1[cH:9][cH:10][c:11]([C:14]23[C:15](=[O:25])[N:16]([CH2:22][CH2:23][CH3:24])[C:17](=[O:21])[CH:18]([CH2:19]2)[CH2:20]3)[cH:12][cH:13]1.[OH2:26].[cH:30]1[cH:31][cH:32][n:33][cH:34][cH:35]1>>[CH3:2][S:3](=[O:4])(=[O:6])[NH:7][c:8]1[cH:9][cH:10][c:11]([C:14]23[C:15](=[O:25])[N:16]([CH2:22][CH2:23][CH3:24])[C:17](=[O:21])[CH:18]([CH2:19]2)[CH2:20]3)[cH:12][cH:13]1.